This data is from the Open Reaction Database (ORD), a public repository of structured organic reaction records. The task is: describe an organic reaction: reactants, conditions, products, and yield The reactants are CI, Cc1cc2nc(C)c(=O)[nH]c2cc1C, CN(C)C=O, CC(C)=O, [Na+], [Na+], O=C([O-])[O-]. Product: Cc1cc2nc(C)c(=O)n(C)c2cc1C. RXN SMILES: [CH3:15][I:16].[CH3:1][c:2]1[c:3](=[O:14])[nH:4][c:5]2[cH:6][c:7]([CH3:13])[c:8]([CH3:12])[cH:9][c:10]2[n:11]1.[CH3:23][N:24]([CH3:25])[CH:26]=[O:27].[CH3:28][C:29](=[O:30])[CH3:31].[Na+:17].[Na+:18].[O-:19][C:20](=[O:21])[O-:22]>>[CH3:1][c:2]1[c:3](=[O:14])[n:4]([CH3:20])[c:5]2[cH:6][c:7]([CH3:13])[c:8]([CH3:12])[cH:9][c:10]2[n:11]1. Reactants: N (ammonia), P(O)(O)(O)=O (phosphoric acid). Product: P(=O)([O-])([O-])[O-] (phosphate), P(=O)([O-])([O-])O.[NH4+].[NH4+] (diammonium phosphate). As a reaction SMILES: [NH3:1].[P:2](=[O:6])([OH:5])([OH:4])[OH:3]>>[P:2]([O-:6])([O-:5])([O-:4])=[O:3].[P:2]([OH:6])([O-:5])([O-:4])=[O:3].[NH4+:1].[NH4+:1] |f:3.4.5|. Procedure: reacting anhydrous ammonia with phosphoric acid in a reactor to form a partially reacted slurry of monammonium phosphate and diammonium phosphate; Reactants: O=C([O-])O, ClCCl, CCOC(C)=O, CC(C)(C)OC(=O)NNC(=O)C(CCCCl)C1CC1, [Na+], O=C(O)C(F)(F)F. Yields the product NNC(=O)C(CCCCl)C1CC1. Reaction SMILES: [C:27](=[O:28])([OH:29])[O-:30].[CH2:38]([Cl:39])[Cl:40].[CH3:32][CH2:33][O:34][C:35](=[O:36])[CH3:37].[Cl:8][CH2:9][CH2:10][CH2:11][CH:12]([C:13](=[O:14])[NH:15][NH:16][C:17]([O:18][C:19]([CH3:20])([CH3:21])[CH3:22])=[O:23])[CH:24]1[CH2:25][CH2:26]1.[Na+:31].[OH:1][C:2]([C:3]([F:4])([F:5])[F:6])=[O:7]>>[Cl:8][CH2:9][CH2:10][CH2:11][CH:12]([C:13](=[O:14])[NH:15][NH2:16])[CH:24]1[CH2:25][CH2:26]1. Reactants: C(C)OC(=O)C=1N=CC=2NC3=CC=CC(=C3C2C1CC)CC1=CC=C(C=C1)Cl (5-(4-chlorobenzyl)-4-ethyl-β-carboline-3-carboxylic acid ethyl ester), ClC1=CC=C(CC=2C=C3C=CNC3=CC2)C=C1 (5-(4-chlorobenzyl)-indole), C(C)OC(C(C(CC)O)[N+](=O)[O-])=O (3-hydroxy-2-nitrovaleric acid ethyl ester). Run in C(C)(=O)OCC (ethyl acetate). The product is C(C)OC(=O)C=1N=CC=2NC3=CC=CC(=C3C2C1COC)CC1=C(C=CC=C1)Cl (5-(2-Chlorobenzyl)-4-methoxymethyl-β-carboline-3-carboxylic acid ethyl ester). RXN SMILES: [CH2:1]([O:3][C:4]([C:6]1[N:7]=[CH:8][C:9]2[NH:10][C:11]3[C:16]([C:17]=2[C:18]=1[CH2:19]C)=[C:15]([CH2:21]C1C=CC(Cl)=CC=1)[CH:14]=[CH:13][CH:12]=3)=[O:5])[CH3:2].[Cl:29][C:30]1[CH:45]=[CH:44][C:33](CC2C=C3C(=CC=2)NC=C3)=[CH:32][CH:31]=1.[CH2:46]([O:48]C(=O)C([N+]([O-])=O)C(O)CC)C>C(OCC)(=O)C>[CH2:1]([O:3][C:4]([C:6]1[N:7]=[CH:8][C:9]2[NH:10][C:11]3[C:16]([C:17]=2[C:18]=1[CH2:19][O:48][CH3:46])=[C:15]([CH2:21][C:31]1[CH:32]=[CH:33][CH:44]=[CH:45][C:30]=1[Cl:29])[CH:14]=[CH:13][CH:12]=3)=[O:5])[CH3:2]. Reported procedure: 5-(4-chlorobenzyl)-4-ethyl-β-carboline-3-carboxylic acid ethyl ester from 5-(4-chlorobenzyl)-indole and 3-hydroxy-2-nitrovaleric acid ethyl ester, melting point 265° C. (ethyl acetate); Starting materials: CC(C)(C)OC(=O)NC(C)(C)C1CCC(O)CC1, CC(C)O, Cl, O. The product is CC(C)(N)C1CCC(O)CC1. RXN SMILES: [C:1]([O:2][C:3](=[O:4])[NH:7][C:8]([CH3:9])([CH:10]1[CH2:11][CH2:12][CH:13]([OH:16])[CH2:14][CH2:15]1)[CH3:17])([CH3:5])([CH3:6])[CH3:18].[CH:21]([OH:22])([CH3:23])[CH3:24].[ClH:19].[OH2:20]>>[NH2:7][C:8]([CH3:9])([CH:10]1[CH2:11][CH2:12][CH:13]([OH:16])[CH2:14][CH2:15]1)[CH3:17].